Dataset: the Open Reaction Database (ORD), a public repository of structured organic reaction records. Task: describe an organic reaction: reactants, conditions, products, and yield The reactants are FC1(C[C@@H](CC1)[C@](C(=O)O)(C1=CC=C(C=C1)Br)O)F ((2R)-2-((1R)-3,3-difluorocyclopentyl)-2-hydroxy-2-(4-bromophenyl)acetic acid), O[C@@H]1CN(CC1)C(=O)OC(C)(C)C (t-butyl (3S)-3-hydroxypyrrolidine-1-carboxylate). Yields the product FC1(C[C@@H](CC1)[C@](C(=O)O[C@@H]1CNCC1)(C1=CC=C(C=C1)Br)O)F ((3S)-pyrrolidin-3-yl (2R)-2-((1R)-3,3-difluorocyclopentyl)-2-hydroxy-2-(4-bromophenyl)ethanoate). RXN SMILES: [F:1][C:2]1([F:19])[CH2:6][CH2:5][C@@H:4]([C@@:7]([OH:18])([C:11]2[CH:16]=[CH:15][C:14]([Br:17])=[CH:13][CH:12]=2)[C:8]([OH:10])=[O:9])[CH2:3]1.O[C@H:21]1[CH2:25][CH2:24][N:23](C(OC(C)(C)C)=O)[CH2:22]1>>[F:19][C:2]1([F:1])[CH2:6][CH2:5][C@@H:4]([C@@:7]([OH:18])([C:11]2[CH:12]=[CH:13][C:14]([Br:17])=[CH:15][CH:16]=2)[C:8]([O:10][C@H:21]2[CH2:25][CH2:24][NH:23][CH2:22]2)=[O:9])[CH2:3]1. Reported procedure: Using (2R)-2-((1R)-3,3-difluorocyclopentyl)-2-hydroxy-2-(4-bromophenyl)acetic acid and t-butyl (3S)-3-hydroxypyrrolidine-1-carboxylate, the title compound was prepared by a method similar to Steps 2 and 3 of Referential Example 12. Starting materials: C[O-].[Na+] (sodium methoxide), CC=1N=C2N(C(C1C)=O)C=CC=C2C (2,3,9-trimethyl-4H-pyrido[1,2-a]pyrimidin-4-one), CC(=O)C1=CC(=C(C(=C1)OC)OC)OC (3,4,5-trimethoxyacetophenone). Procedure: To a solution of 1.3g of sodium methoxide in 75 ml of absolute methanol is added 2.0g of 2,3,9-trimethyl-4H-pyrido[1,2-a]pyrimidin-4-one, followed by 4.2g of 3,4,5-trimethoxyacetophenone. The mixture is stirred and heated under reflux for 97 hours to yield the title compound. Yields the product CC1=C(N=C2N(C1=O)C=CC=C2C)C=C(C2=CC(=C(C(=C2)OC)OC)OC)C (3,9-Dimethyl-2-[2-methyl-2-(3,4,5-trimethoxyphenyl)ethenyl]-4H-pyrido[1,2-a]pyrimidin-4-one). Reaction SMILES: C[O-].[Na+].[CH3:4][C:5]1[N:6]=[C:7]2[C:16]([CH3:17])=[CH:15][CH:14]=[CH:13][N:8]2[C:9](=[O:12])[C:10]=1[CH3:11].[CH3:18][C:19]([C:21]1[CH:26]=[C:25]([O:27][CH3:28])[C:24]([O:29][CH3:30])=[C:23]([O:31][CH3:32])[CH:22]=1)=O>CO>[CH3:11][C:10]1[C:9](=[O:12])[N:8]2[CH:13]=[CH:14][CH:15]=[C:16]([CH3:17])[C:7]2=[N:6][C:5]=1[CH:4]=[C:19]([CH3:18])[C:21]1[CH:22]=[C:23]([O:31][CH3:32])[C:24]([O:29][CH3:30])=[C:25]([O:27][CH3:28])[CH:26]=1 |f:0.1|. Solvent: CO (methanol). Starting materials: OC1=C(C=C(C=O)C=C1)OC (4-hydroxy-3-methoxy-benzaldehyde), N#N (N2), NC1=NNC2=NC=NC(=C21)NC2=CC(=CC=C2)Cl (3-amino-4-(3-chloro-phenylamino)-1H-pyrazolo[3,4-d]pyrimidine), C(C)(=O)O (acetic acid), [BH3-]C#N.[Na+] (NaCNBH3). Run in O (water), CO (methanol), CN1CCN(C1=O)C (DMEU). Reaction conditions: time 1 hour. Product: ClC=1C=C(C=CC1)NC1=C2C(=NC=N1)NN=C2NCC2=CC(=C(C=C2)O)OC (4-(3-chloro-phenylamino)-3-[(3-methoxy-4-hydroxy-benzyl)-amino]-1H-pyrazolo[3,4-d]pyrimidine). RXN SMILES: [OH:1][C:2]1[CH:9]=[CH:8][C:5]([CH:6]=O)=[CH:4][C:3]=1[O:10][CH3:11].N#N.[NH2:14][C:15]1[C:23]2[C:18](=[N:19][CH:20]=[N:21][C:22]=2[NH:24][C:25]2[CH:30]=[CH:29][CH:28]=[C:27]([Cl:31])[CH:26]=2)[NH:17][N:16]=1.C(O)(=O)C.[BH3-]C#N.[Na+]>CO.CN1C(=O)N(C)CC1.O>[Cl:31][C:27]1[CH:26]=[C:25]([NH:24][C:22]2[N:21]=[CH:20][N:19]=[C:18]3[NH:17][N:16]=[C:15]([NH:14][CH2:6][C:5]4[CH:8]=[CH:9][C:2]([OH:1])=[C:3]([O:10][CH3:11])[CH:4]=4)[C:23]=23)[CH:30]=[CH:29][CH:28]=1 |f:4.5|. Procedure details: 228 mg (1.50 mmol) of 4-hydroxy-3-methoxy-benzaldehyde are added (N2 atmosphere) to a solution of 261 mg (1.00 mmol) of 3-amino-4-(3-chloro-phenylamino)-1H-pyrazolo[3,4-d]pyrimidine in 26 ml of methanol, 26 ml of DMEU and 120 mg (2.0 mmol) of acetic acid. After 1 hour, 440 mg (7.0 mmol) of NaCNBH3 are added to the clear solution and stirring is then carried out at RT for 7 days. The reaction solution is poured into 0.8 liter of water and stirred overnight to complete the reaction, during which t... Starting materials: COC(=O)c1c(I)cc(Cl)cc1CBr, CCOC(C)=O, Cc1ccccc1, CCCCCC, NCc1ccc(OC(F)(F)F)cc1, [K+], [K+], O=C([O-])[O-]. Yields the product O=C1c2c(I)cc(Cl)cc2CN1Cc1ccc(OC(F)(F)F)cc1. Reaction SMILES: [CH3:1][O:2][C:3]([c:4]1[c:5]([CH2:12][Br:13])[cH:6][c:7]([Cl:11])[cH:8][c:9]1[I:10])=[O:14].[CH3:34][CH2:35][O:36][C:37](=[O:38])[CH3:39].[CH3:40][c:41]1[cH:42][cH:43][cH:44][cH:45][cH:46]1.[CH3:47][CH2:48][CH2:49][CH2:50][CH2:51][CH3:52].[F:15][C:16]([O:17][c:18]1[cH:19][cH:20][c:21]([CH2:22][NH2:23])[cH:24][cH:25]1)([F:26])[F:27].[K+:28].[K+:29].[O-:30][C:31]([O-:32])=[O:33]>>[C:3]1(=[O:14])[c:4]2[c:5]([cH:6][c:7]([Cl:11])[cH:8][c:9]2[I:10])[CH2:12][N:23]1[CH2:22][c:21]1[cH:20][cH:19][c:18]([O:17][C:16]([F:15])([F:26])[F:27])[cH:25][cH:24]1. Starting materials: ClC=1C=C(N)C=CC1Cl (3,4-dichloroaniline), C(C)(C)(C)OC(=O)N1CCC(CC1)=O (N-tert-butoxycarbonyl-4-piperidone), C(C)(=O)O[BH-](OC(C)=O)OC(C)=O.[Na+] (sodium triacetoxyborohydride), [OH-].[Na+] (NaOH). The solvent is ClC(C)Cl (dichloroethane), C(C)(=O)O (acetic acid), CCOCC (ether). Yields the product ClC=1C=C(NC2CCN(CC2)C(=O)OC(C)(C)C)C=CC1Cl (tert-Butyl 4-(3,4-dichloroanilino)-1-piperidinecarboxylate). As a reaction SMILES: [Cl:1][C:2]1[CH:3]=[C:4]([CH:6]=[CH:7][C:8]=1[Cl:9])[NH2:5].[C:10]([O:14][C:15]([N:17]1[CH2:22][CH2:21][C:20](=O)[CH2:19][CH2:18]1)=[O:16])([CH3:13])([CH3:12])[CH3:11].C(O[BH-](OC(=O)C)OC(=O)C)(=O)C.[Na+].[OH-].[Na+]>ClC(Cl)C.CCOCC.C(O)(=O)C>[Cl:1][C:2]1[CH:3]=[C:4]([CH:6]=[CH:7][C:8]=1[Cl:9])[NH:5][CH:20]1[CH2:21][CH2:22][N:17]([C:15]([O:14][C:10]([CH3:13])([CH3:12])[CH3:11])=[O:16])[CH2:18][CH2:19]1 |f:2.3,4.5|. Procedure: A solution of 3,4-dichloroaniline (5 g), N-tert-butoxycarbonyl-4-piperidone (11.7 g), sodium triacetoxyborohydride (19.7 g) and acetic acid (7 ml) in dichloroethane (150 ml) was stirred for 16 hours. 2M NaOH solution and ether were added, the organic phase separated, dried and concentrated. The residue was triturated under an isohexane:ethyl acetate, 4:1 mixture and the sub-titled product collected as a solid (7.25 g).